From a dataset of the Open Reaction Database (ORD), a public repository of structured organic reaction records. describe an organic reaction: reactants, conditions, products, and yield Starting materials: O (water), ClC1=CC=C(C=C1)C=1CCN(CC1)C(=O)Cl (4-(4-chlorophenyl)-1,2,3,6-tetrahydropyridine-1-carbonylchloride), Cl.Cl.C[C@@]1(CN2C(O1)=NC(=C2)[N+](=O)[O-])CN2CCNCC2 ((S)-2-methyl-6-nitro-2-(piperazin-1-ylmethyl)-2,3-dihydroimidazo[2,1-b]oxazole dihydrochloride), C([O-])([O-])=O.[K+].[K+] (potassium carbonate). Solvent: CN(C)C=O (DMF), CN(C)C=O (DMF). Reaction conditions: time 10 minute. The product is ClC1=CC=C(C=C1)C=1CCN(CC1)C(=O)N1CCN(CC1)C[C@]1(CN2C(O1)=NC(=C2)[N+](=O)[O-])C ((S)-[4-(4-chlorophenyl)-1,2,3,6-tetrahydropyridin-1-yl]-[4-(2-methyl-6-nitro-2,3-dihydroimidazo[2,1-b]oxazol-2-ylmethyl)piperazin-1-yl]methanone). Isolated yield 52.0%. RXN SMILES: Cl.Cl.[CH3:3][C@@:4]1([CH2:15][N:16]2[CH2:21][CH2:20][NH:19][CH2:18][CH2:17]2)[O:8][C:7]2=[N:9][C:10]([N+:12]([O-:14])=[O:13])=[CH:11][N:6]2[CH2:5]1.C(=O)([O-])[O-].[K+].[K+].[Cl:28][C:29]1[CH:34]=[CH:33][C:32]([C:35]2[CH2:36][CH2:37][N:38]([C:41](Cl)=[O:42])[CH2:39][CH:40]=2)=[CH:31][CH:30]=1.O>CN(C=O)C>[Cl:28][C:29]1[CH:34]=[CH:33][C:32]([C:35]2[CH2:40][CH2:39][N:38]([C:41]([N:19]3[CH2:18][CH2:17][N:16]([CH2:15][C@:4]4([CH3:3])[O:8][C:7]5=[N:9][C:10]([N+:12]([O-:14])=[O:13])=[CH:11][N:6]5[CH2:5]4)[CH2:21][CH2:20]3)=[O:42])[CH2:37][CH:36]=2)=[CH:31][CH:30]=1 |f:0.1.2,3.4.5|. Procedure: A mixture of (S)-2-methyl-6-nitro-2-(piperazin-1-ylmethyl)-2,3-dihydroimidazo[2,1-b]oxazole dihydrochloride prepared in Example 408 (401 mg, 1.5 mmol), DMF (8 ml) and potassium carbonate (750 mg, 5.4 mmol) was stirred at room temperature for 10 minutes. To the reaction mixture, a solution of 4-(4-chlorophenyl)-1,2,3,6-tetrahydropyridine-1-carbonylchloride (400 mg, 1.56 mmol) in DMF (3 ml) was added slowly with cooling on ice-bath followed by stirring at room temperature overnight. To the reactio... The reactants are Cc1cc(C)cc(C(=O)OCCC(Cn2ccnc2C(=O)c2cc(C)cc(C)c2)c2ccc(Cl)c(Cl)c2)c1, CO, [Na+], [OH-]. The product is Cc1cc(C)cc(C(=O)c2nccn2CC(CCO)c2ccc(Cl)c(Cl)c2)c1. As a reaction SMILES: [CH3:1][c:2]1[cH:3][c:4]([C:37]([O:7][CH2:8][CH2:9][CH:10]([CH2:11][n:12]2[c:13]([C:17]([c:18]3[cH:19][c:20]([CH3:25])[cH:21][c:22]([CH3:24])[cH:23]3)=[O:26])[n:14][cH:15][cH:16]2)[c:27]2[cH:28][c:29]([Cl:34])[c:30]([Cl:33])[cH:31][cH:32]2)=[O:38])[cH:5][c:6]([CH3:35])[cH:36]1.[CH3:41][OH:42].[Na+:40].[OH-:39]>>[OH:7][CH2:8][CH2:9][CH:10]([CH2:11][n:12]1[c:13]([C:17]([c:18]2[cH:19][c:20]([CH3:25])[cH:21][c:22]([CH3:24])[cH:23]2)=[O:26])[n:14][cH:15][cH:16]1)[c:27]1[cH:28][c:29]([Cl:34])[c:30]([Cl:33])[cH:31][cH:32]1.